From a dataset of the Open Reaction Database (ORD), a public repository of structured organic reaction records. describe an organic reaction: reactants, conditions, products, and yield Reactants: C(OCC=CC1=CC=CC=C1)([O-])=O (cinnamyl carbonate), FC1=CC=C(N)C=C1 (p-fluoroaniline). Conditions: time 12 hour. Yields the product C(#C)C(NC1=CC=C(C=C1)F)C1=CC=CC=C1 (α-Ethynyl-N-(p-fluorophenyl)-benzenemethanamine). Yield: 97.0%. Reaction SMILES: C(=O)([O-])O[CH2:3][CH:4]=[CH:5][C:6]1[CH:11]=[CH:10][CH:9]=[CH:8][CH:7]=1.[F:14][C:15]1[CH:21]=[CH:20][C:18]([NH2:19])=[CH:17][CH:16]=1>>[C:4]([CH:5]([C:6]1[CH:11]=[CH:10][CH:9]=[CH:8][CH:7]=1)[NH:19][C:18]1[CH:20]=[CH:21][C:15]([F:14])=[CH:16][CH:17]=1)#[CH:3]. Procedure: The general procedure was followed with cinnamyl carbonate (0.188 g, 0.979 mmol) and p-fluoroaniline (0.130 g, 1.17 mmol). The reaction was conducted at room temperature for 12 h. 1H NMR analysis of the crude reaction mixture indicated the ratio of regioisomers to be 95/5. The mixture was purified by flash column chromatography on silica gel (1.5% ethyl acetate in hexanes) to give the title compound (0.214 g, 96%). HPLC analysis indicated the enantiomeric excess of the product was 94% [Diacel CH... Run in C(C)O (ethanol). Yields the product NC=1C=C(C2=C(C(C(O2)(F)F)(F)F)C1)Cl (5-amino-7-chloro-2,2,3,3-tetrafluoro-2,3-dihydrobenzofuran). Reaction SMILES: Br[C:2]([F:27])([F:26])[C:3]([F:25])([F:24])[O:4][C:5]1[C:10](Cl)=[CH:9][C:8]([N:12]2C(=O)C3=CC=CC=C3C2=O)=[CH:7][C:6]=1[Cl:23].O.NN>C(O)C>[NH2:12][C:8]1[CH:7]=[C:6]([Cl:23])[C:5]2[O:4][C:3]([F:25])([F:24])[C:2]([F:27])([F:26])[C:10]=2[CH:9]=1 |f:1.2|. Procedure details: A mixture of 2.3 g N-[4-(2-bromo-1,1,2,2-tetrafluoroethoxy)-3,5-dichlorophenyl]phthalimide (0.0062 mole) and 0.25 g (0.0068 mole) hydrazine hydrate in 50 ml of ethanol was heated at reflux for one hour. Most of the solvent was removed by distillation under reduced pressure, and the residual liquid was poured into water. This mixture was extracted with three 150 ml portions of diethyl ether and the extracts were combined. This organic solution was washed with 200 ml of an aqueous 2N sodium hyroxi... Starting materials: BrC(C(OC1=C(C=C(C=C1Cl)N1C(C=2C(C1=O)=CC=CC2)=O)Cl)(F)F)(F)F (N-[4-(2-bromo-1,1,2,2-tetrafluoroethoxy)-3,5-dichlorophenyl]phthalimide), O.NN (hydrazine hydrate). The reactants are CC(CC1=CN=C2N1C=CC(=C2)O)(C)[N+](=O)[O-] (3-(2-Methyl-2-nitropropyl)imidazo[1,2-a]pyridin-7-ol), ClCC(=O)N (chloroacetamide), C([O-])([O-])=O.[K+].[K+] (potassium carbonate), [I-].[K+] (potassium iodide). Solvent: CC(CC)=O (2-butanone). Yields the product CC(CC1=CN=C2N1C=CC(=C2)OCC(=O)N)(C)[N+](=O)[O-] (2-[3-(2-methyl-2-nitropropyl)imidazo[1,2-a]pyridin-7-yloxy]-acetamide). Yield: 34.3%. Reaction SMILES: [CH3:1][C:2]([N+:15]([O-:17])=[O:16])([CH3:14])[CH2:3][C:4]1[N:8]2[CH:9]=[CH:10][C:11]([OH:13])=[CH:12][C:7]2=[N:6][CH:5]=1.Cl[CH2:19][C:20]([NH2:22])=[O:21].C(=O)([O-])[O-].[K+].[K+].[I-].[K+]>CC(=O)CC>[CH3:14][C:2]([N+:15]([O-:17])=[O:16])([CH3:1])[CH2:3][C:4]1[N:8]2[CH:9]=[CH:10][C:11]([O:13][CH2:19][C:20]([NH2:22])=[O:21])=[CH:12][C:7]2=[N:6][CH:5]=1 |f:2.3.4,5.6|. Reported procedure: 3-(2-Methyl-2-nitropropyl)imidazo[1,2-a]pyridin-7-ol (1.5 g, 6.38 mmol), chloroacetamide (1.19 g, 12.73 mmol), potassium carbonate (6.4 mmol) and a small amount of potassium iodide in 2-butanone (30 ml) is heated at reflux overnight. The solids are removed by filtration and the filtrate is concentrated under reduced pressure. The residue is chromatographed on silica gel with dichloromethane/methanol 3:1 to 1:1 to give 640 mg of 2-[3-(2-methyl-2-nitropropyl)imidazo[1,2-a]pyridin-7-yloxy]-acetamid... Reactants: Br, Cc1ccc(S(=O)(=O)NC2CCN(Cc3ccccc3)C2)cc1, CC(=O)O, Cl, Oc1ccccc1. As a reaction SMILES: [BrH:32].[CH2:2]([c:3]1[cH:4][cH:5][cH:6][cH:7][cH:8]1)[N:9]1[CH2:10][CH:11]([NH:14][S:15]([c:16]2[cH:17][cH:18][c:19]([CH3:20])[cH:21][cH:22]2)(=[O:23])=[O:24])[CH2:12][CH2:13]1.[CH3:33][C:34](=[O:35])[OH:36].[ClH:1].[OH:25][c:26]1[cH:27][cH:28][cH:29][cH:30][cH:31]1>>[CH2:2]([c:3]1[cH:4][cH:5][cH:6][cH:7][cH:8]1)[N:9]1[CH2:10][CH:11]([NH2:14])[CH2:12][CH2:13]1. The product is NC1CCN(Cc2ccccc2)C1. Reactants: O=C=Nc1ccc(Br)cc1F, ClCCl, CC(C)(C)OC(=O)N1CCC(CC(=O)NN)C1. The product is CC(C)(C)OC(=O)N1CCC(CC(=O)NNC(=O)Nc2ccc(Br)cc2F)C1. Reaction SMILES: [Br:18][c:19]1[cH:20][c:21]([F:28])[c:22]([N:25]=[C:26]=[O:27])[cH:23][cH:24]1.[Cl:29][CH2:30][Cl:31].[NH:1]([NH2:2])[C:3]([CH2:4][CH:5]1[CH2:6][N:7]([C:10](=[O:11])[O:12][C:13]([CH3:14])([CH3:15])[CH3:16])[CH2:8][CH2:9]1)=[O:17]>>[NH:1]([NH:2][C:26]([NH:25][c:22]1[c:21]([F:28])[cH:20][c:19]([Br:18])[cH:24][cH:23]1)=[O:27])[C:3]([CH2:4][CH:5]1[CH2:6][N:7]([C:10](=[O:11])[O:12][C:13]([CH3:14])([CH3:15])[CH3:16])[CH2:8][CH2:9]1)=[O:17]. The reactants are CCOC(=O)NCCC(c1cc(F)ccc1F)S(=O)(=O)c1ccc(Cl)cc1, [H-], CI, [Na+], C1CCOC1, O. Yields the product CCOC(=O)N(C)CCC(c1cc(F)ccc1F)S(=O)(=O)c1ccc(Cl)cc1. RXN SMILES: [Cl:1][c:2]1[cH:3][cH:4][c:5]([S:8](=[O:9])(=[O:10])[CH:11]([CH2:12][CH2:13][NH:14][C:15]([O:16][CH2:17][CH3:18])=[O:19])[c:20]2[c:21]([F:27])[cH:22][cH:23][c:24]([F:26])[cH:25]2)[cH:6][cH:7]1.[H-:28].[I:30][CH3:31].[Na+:29].[O:33]1[CH2:34][CH2:35][CH2:36][CH2:37]1.[OH2:32]>>[Cl:1][c:2]1[cH:3][cH:4][c:5]([S:8](=[O:9])(=[O:10])[CH:11]([CH2:12][CH2:13][N:14]([C:15]([O:16][CH2:17][CH3:18])=[O:19])[CH3:31])[c:20]2[c:21]([F:27])[cH:22][cH:23][c:24]([F:26])[cH:25]2)[cH:6][cH:7]1. Reactants: COC1OC(C)(COC(=O)c2ccccc2)C(OC(=O)c2ccccc2)C1OC(=O)c1ccccc1, CC(=O)O, CC(=O)OC(C)=O, CCOC(C)=O, O=S(=O)(O)O. Yields the product CC(=O)OC1OC(C)(COC(=O)c2ccccc2)C(OC(=O)c2ccccc2)C1OC(=O)c1ccccc1. As a reaction SMILES: [C:6]([c:7]1[cH:8][cH:9][cH:10][cH:11][cH:12]1)(=[O:13])[O:14][CH:15]1[CH:16]([O:17][CH3:18])[O:19][C:20]([CH2:31][O:32][C:33]([c:34]2[cH:35][cH:36][cH:37][cH:38][cH:39]2)=[O:40])([CH3:41])[CH:21]1[O:22][C:23]([c:24]1[cH:25][cH:26][cH:27][cH:28][cH:29]1)=[O:30].[CH3:42][C:43]([OH:44])=[O:45].[CH3:46][C:47]([O:48][C:49](=[O:50])[CH3:51])=[O:52].[CH3:53][CH2:54][O:55][C:56](=[O:57])[CH3:58].[S:1](=[O:2])(=[O:3])([OH:4])[OH:5]>>[C:6]([c:7]1[cH:8][cH:9][cH:10][cH:11][cH:12]1)(=[O:13])[O:14][CH:15]1[CH:16]([O:44][C:43]([CH3:42])=[O:45])[O:19][C:20]([CH2:31][O:32][C:33]([c:34]2[cH:35][cH:36][cH:37][cH:38][cH:39]2)=[O:40])([CH3:41])[CH:21]1[O:22][C:23]([c:24]1[cH:25][cH:26][cH:27][cH:28][cH:29]1)=[O:30]. Reactants: ClC1=CC(=C(OCC(=O)OC(C)(C)C)C=C1)CO ([4-chloro-2-(hydroxymethyl)phenoxy]-acetic Acid, 1,1-dimethylethyl Ester), OC1=C(C=O)C=C(C=C1)C (2-hydroxy-5-methyl-benzaldehyde). Product: C(=O)C1=C(OCC(=O)O)C=CC(=C1)C ((2-Formyl-4-methylphenoxy)acetic Acid). RXN SMILES: Cl[C:2]1[CH:16]=[CH:15][C:5]([O:6][CH2:7][C:8]([O:10]C(C)(C)C)=[O:9])=[C:4]([CH2:17][OH:18])[CH:3]=1.O[C:20]1C=CC(C)=CC=1C=O>>[CH:17]([C:4]1[CH:3]=[C:2]([CH3:20])[CH:16]=[CH:15][C:5]=1[O:6][CH2:7][C:8]([OH:10])=[O:9])=[O:18]. Reported procedure: Prepared by the method of example 1 part (d) using 2-hydroxy-5-methyl-benzaldehyde to give the title compound. Reactants: CCO, Clc1cc(NC2CC2)n2nccc2n1, Cl, N#Cc1ccc(N)cc1. Yields the product Cl, N#Cc1ccc(Nc2cc(NC3CC3)n3nccc3n2)cc1. RXN SMILES: [CH3:25][CH2:26][OH:27].[Cl:1][c:2]1[n:3][c:4]2[n:5]([c:6]([NH:8][CH:9]3[CH2:10][CH2:11]3)[cH:7]1)[n:12][cH:13][cH:14]2.[ClH:24].[NH2:15][c:16]1[cH:17][cH:18][c:19]([C:20]#[N:21])[cH:22][cH:23]1>>[ClH:1].[c:2]1([NH:15][c:16]2[cH:17][cH:18][c:19]([C:20]#[N:21])[cH:22][cH:23]2)[n:3][c:4]2[n:5]([c:6]([NH:8][CH:9]3[CH2:10][CH2:11]3)[cH:7]1)[n:12][cH:13][cH:14]2. The reactants are CS(=O)(=O)Cl, CC(CN1C(=O)c2ccccc2C1=O)c1c[nH]c2ccc(CN)cc12, c1ccncc1. Yields the product CC(CN1C(=O)c2ccccc2C1=O)c1c[nH]c2ccc(CNS(C)(=O)=O)cc12. Reaction SMILES: [CH3:26][S:27]([Cl:28])(=[O:29])=[O:30].[O:1]=[C:2]1[N:3]([CH2:12][CH:13]([CH3:14])[c:15]2[cH:16][nH:17][c:18]3[cH:19][cH:20][c:21]([CH2:24][NH2:25])[cH:22][c:23]23)[C:4](=[O:11])[c:5]2[cH:6][cH:7][cH:8][cH:9][c:10]21.[cH:31]1[cH:32][cH:33][n:34][cH:35][cH:36]1>>[O:1]=[C:2]1[N:3]([CH2:12][CH:13]([CH3:14])[c:15]2[cH:16][nH:17][c:18]3[cH:19][cH:20][c:21]([CH2:24][NH:25][S:27]([CH3:26])(=[O:29])=[O:30])[cH:22][c:23]23)[C:4](=[O:11])[c:5]2[cH:6][cH:7][cH:8][cH:9][c:10]21.